Dataset: the Open Reaction Database (ORD), a public repository of structured organic reaction records. Task: describe an organic reaction: reactants, conditions, products, and yield Starting materials: ClC1=NS(C2=C(N1)C=C(C=C2)Cl)(=O)=O (3,6-dichloro-4H-1,2,4-benzothiadiazine 1,1-dioxide), CC(C(C)(C)C)N (1,2,2-trimethylpropylamine), example 21. Yields the product ClC=1C=CC2=C(NC(=NS2(=O)=O)NC(C(C)(C)C)C)C1 (6-Chloro-3-(1,2,2-trimethylpropyl)amino-4H-1,2,4-benzothiadiazine 1,1-dioxide). Reaction SMILES: Cl[C:2]1[NH:7][C:6]2[CH:8]=[C:9]([Cl:12])[CH:10]=[CH:11][C:5]=2[S:4](=[O:14])(=[O:13])[N:3]=1.[CH3:15][CH:16]([NH2:21])[C:17]([CH3:20])([CH3:19])[CH3:18]>>[Cl:12][C:9]1[CH:10]=[CH:11][C:5]2[S:4](=[O:14])(=[O:13])[N:3]=[C:2]([NH:21][CH:16]([CH3:15])[C:17]([CH3:20])([CH3:19])[CH3:18])[NH:7][C:6]=2[CH:8]=1. Procedure: Starting from 3,6-dichloro-4H-1,2,4-benzothiadiazine 1,1-dioxide (500 mg; 1.99 mmol) and 1,2,2-trimethylpropylamine (500 mg; 5.62 mmol) with the use of same procedure as in example 21 250 mg (39.8%) of the title compound was prepared; m.p. >220° C.; 1H-NMR (DMSO-d6) ppm; 10.3 (s, 1H, NH), 7.70 (d, 1H, H-8), 7.31 (dd, 1H, H-7), 7.25 (br d, 1H, H-5), 7.15 (br, 1H, NH), 3.75 (q, 1H, CH), 1.10 (d, 3H, CH3), 0.9 (s, 9H, 3×CH3). Analysis: C13H18ClN3O2S requires C, 49.44; H, 5.74; N, 13.3; (found C, 49... The reactants are O (water), C([O-])([O-])=O.[K+].[K+] (potassium carbonate), N1=CNC2=C1C=CC=C2 (benzimidazole), ClC1=NC(=CC(=N1)Cl)Cl (2,4,6-trichloropyrimidine). The solvent is CN(C)C=O (DMF). Run at temperature -5 celsius, time 30 minute. The product is N1(C=NC2=C1C=CC=C2)C2=NC(=CC(=N2)Cl)Cl (2-(benzimidazol-1-yl)-4,6-dichloropyrimidine). Isolated yield 32.2%. RXN SMILES: Cl[C:2]1[N:7]=[C:6]([Cl:8])[CH:5]=[C:4]([Cl:9])[N:3]=1.C(=O)([O-])[O-].[K+].[K+].[N:16]1[C:20]2[CH:21]=[CH:22][CH:23]=[CH:24][C:19]=2[NH:18][CH:17]=1.O>CN(C=O)C>[N:16]1([C:2]2[N:7]=[C:6]([Cl:8])[CH:5]=[C:4]([Cl:9])[N:3]=2)[C:20]2[CH:21]=[CH:22][CH:23]=[CH:24][C:19]=2[N:18]=[CH:17]1 |f:1.2.3|. Procedure: 30.5 g (167 mmol) of 2,4,6-trichloropyrimidine dissolved in DMF (300 ml) was cooled to −5° C., added with potassium carbonate (40 g) and benzimidazole (17.7 g, 150 mmol) and stirred for 30 minutes. The reaction mixture was further stirred at room temperature overnight. The reaction mixture was added with water (500 ml) and the precipitated crystals were collection by filtration. The obtained crude crystals were purified by silica gel chromatography to obtain 12.8 g (yield: 32%) of 2-(benzimidazo... Reactants: C(C)C1=C(C=C(C(=N1)OC)NC(OC1=CC=CC=C1)=O)C (Phenyl N-(6-ethyl-2-methoxy-5-methylpyridin-3-yl)carbamate), CC=1C=C(C=C(C1)C)N1CCNCC1 (1-(3,5-dimethylphenyl)piperazine). Product: C(C)C1=C(C=C(C(=N1)OC)NC(=O)N1CCN(CC1)C1=CC(=CC(=C1)C)C)C (1-[(6-Ethyl-2-methoxy-5-methylpyridin-3-yl)aminocarbonyl]-4-(3,5-dimethylphenyl)piperazine). Yield: 61.0%. Reaction SMILES: [CH2:1]([C:3]1[N:8]=[C:7]([O:9][CH3:10])[C:6]([NH:11][C:12](=[O:20])OC2C=CC=CC=2)=[CH:5][C:4]=1[CH3:21])[CH3:2].[CH3:22][C:23]1[CH:24]=[C:25]([N:30]2[CH2:35][CH2:34][NH:33][CH2:32][CH2:31]2)[CH:26]=[C:27]([CH3:29])[CH:28]=1>>[CH2:1]([C:3]1[N:8]=[C:7]([O:9][CH3:10])[C:6]([NH:11][C:12]([N:33]2[CH2:34][CH2:35][N:30]([C:25]3[CH:26]=[C:27]([CH3:29])[CH:28]=[C:23]([CH3:22])[CH:24]=3)[CH2:31][CH2:32]2)=[O:20])=[CH:5][C:4]=1[CH3:21])[CH3:2]. Procedure details: Phenyl N-(6-ethyl-2-methoxy-5-methylpyridin-3-yl)carbamate and 1-(3,5-dimethylphenyl)piperazine were reacted by the same way with the example 1 to obtain the titled compound. Starting materials: C(C=C)C1(CCCC(CCC1)O[Si](C)(C)C(C)(C)C)N (1-Allyl-5-(tert-butyl-dimethyl-silanyloxy)-cyclooctylamine). The reagents and catalysts are [Pd] (palladium on activated carbon). The solvent is CO (methanol). Conditions: time 8 hour. Product: NC1(CCCC(CCC1)O)CCC (5-Amino-5-propyl-cyclooctanol). Yield: 87.8%. As a reaction SMILES: [CH2:1]([C:4]1([NH2:20])[CH2:11][CH2:10][CH2:9][CH:8]([O:12][Si](C(C)(C)C)(C)C)[CH2:7][CH2:6][CH2:5]1)[CH:2]=[CH2:3]>CO.[Pd]>[NH2:20][C:4]1([CH2:1][CH2:2][CH3:3])[CH2:11][CH2:10][CH2:9][CH:8]([OH:12])[CH2:7][CH2:6][CH2:5]1. Reported procedure: A solution of 895 mg (4.88 mmol) of 1-allyl-5-(tert-butyl-dimethyl-silanyloxy)-cyclooctylamine (63) in 15 mL of methanol was treated with 52 mg of 10% palladium on activated carbon and the mixture was stirred overnight under a hydrogen atmosphere (1 atm) at room temperature. The catalyst was removed by filtration, and the filtrate was evaporated in vacuo to give 0.794 g of the title compound (64). Rt=0.56 min, 0.62 min min (Method C). Detected mass: 186.3 (M+H+).